Dataset: the Open Reaction Database (ORD), a public repository of structured organic reaction records. Task: describe an organic reaction: reactants, conditions, products, and yield Starting materials: Brc1ccsc1, CC(=O)c1ocnc1C, CCOCC, [Li]CCCC, O. The product is Cc1ncoc1C(C)(O)c1ccsc1. As a reaction SMILES: [Br:1][c:2]1[cH:3][s:4][cH:5][cH:6]1.[C:12]([CH3:13])(=[O:14])[c:15]1[c:16]([CH3:20])[n:17][cH:18][o:19]1.[CH2:22]([O:23][CH2:24][CH3:25])[CH3:26].[CH2:7]([Li:8])[CH2:9][CH2:10][CH3:11].[OH2:21]>>[c:2]1([C:12]([CH3:13])([OH:14])[c:15]2[c:16]([CH3:20])[n:17][cH:18][o:19]2)[cH:3][s:4][cH:5][cH:6]1. Reaction SMILES: [Br:2][c:3]1[c:4]([C:10]([F:11])([F:12])[F:13])[cH:5][c:6]([Cl:9])[cH:7][cH:8]1.[CH3:20][CH2:21][O:22][CH2:23][CH3:24].[CH:14]([CH:15]([CH3:16])[CH3:17])=[O:18].[ClH:19].[Mg:1].[OH2:25]>>[c:3]1([CH:14]([CH:15]([CH3:16])[CH3:17])[OH:18])[c:4]([C:10]([F:11])([F:12])[F:13])[cH:5][c:6]([Cl:9])[cH:7][cH:8]1. Yields the product CC(C)C(O)c1ccc(Cl)cc1C(F)(F)F. The reactants are FC(F)(F)c1cc(Cl)ccc1Br, CCOCC, CC(C)C=O, Cl, [Mg], O. The reactants are ClC1=CC(=C(C(=C1)OC)N)I (4-chloro-2-iodo-6-methoxy-phenylamine), ClC1=C(C=CC=C1)C#C (1-chloro-2-ethynyl-benzene), solid. The product is ClC1=CC(=C(C(=C1)OC)N)C#CC1=C(C=CC=C1)Cl (4-Chloro-2-(2-chloro-phenylethynyl)-6-methoxy-phenylamine). As a reaction SMILES: [Cl:1][C:2]1[CH:7]=[C:6]([O:8][CH3:9])[C:5]([NH2:10])=[C:4](I)[CH:3]=1.[Cl:12][C:13]1[CH:18]=[CH:17][CH:16]=[CH:15][C:14]=1[C:19]#[CH:20]>>[Cl:1][C:2]1[CH:7]=[C:6]([O:8][CH3:9])[C:5]([NH2:10])=[C:4]([C:20]#[C:19][C:14]2[CH:15]=[CH:16][CH:17]=[CH:18][C:13]=2[Cl:12])[CH:3]=1. Procedure: The title compound was prepared in analogy to example 10 step A from 4-chloro-2-iodo-6-methoxy-phenylamine (300 mg, 1.06 mmol) and 1-chloro-2-ethynyl-benzene (174 mg, 1.27 mmol). Brown solid (220 mg, 71%). LC-MS (ESI): 292 (M+H)+. Reactants: CCOCC (ether), FC1=C(C(=O)OC)C=CC(=C1)F (Methyl 2,4-difluorobenzoate), [O-]P(=O)([O-])[O-].[K+].[K+].[K+] (K3PO4), OC1=C2C=CNC2=CC=C1 (4-hydroxyindole). Solvent: COCCOCCOC (diglyme). Product: N1C=CC2=C(C=CC=C12)OC1=C(C(=O)OC)C=CC(=C1)F (methyl 2-(1H-indol-4-yloxy)-4-fluorobenzoate). Reaction SMILES: F[C:2]1[CH:11]=[C:10]([F:12])[CH:9]=[CH:8][C:3]=1[C:4]([O:6][CH3:7])=[O:5].[O-]P([O-])([O-])=O.[K+].[K+].[K+].[OH:21][C:22]1[CH:30]=[CH:29][CH:28]=[C:27]2[C:23]=1[CH:24]=[CH:25][NH:26]2.CCOCC>COCCOCCOC>[NH:26]1[C:27]2[C:23](=[C:22]([O:21][C:2]3[CH:11]=[C:10]([F:12])[CH:9]=[CH:8][C:3]=3[C:4]([O:6][CH3:7])=[O:5])[CH:30]=[CH:29][CH:28]=2)[CH:24]=[CH:25]1 |f:1.2.3.4|. Procedure details: Methyl 2,4-difluorobenzoate (1.53 g), K3PO4 (1.89 g) and 4-hydroxyindole (1.08 g) were stirred at 110° C. in diglyme (12 mL) for 24 hours. The reaction was cooled and poured into ether. The solution was washed three times with 1M aqueous NaOH solution, and brine, and dried over Na2SO4. The solution was then concentrated, and the crude product was chromatographed on silica gel with 20% ethyl acetate/hexanes. Starting materials: COC(=O)c1cnc(N2CCc3[nH]c4ccc(-c5cccc(SC)c5)cc4c3C2)nc1, O=C(OO)c1cccc(Cl)c1, ClCCl. Product: COC(=O)c1cnc(N2CCc3[nH]c4ccc(-c5cccc(S(C)=O)c5)cc4c3C2)nc1. As a reaction SMILES: [CH3:1][O:2][C:3](=[O:4])[c:5]1[cH:6][n:7][c:8]([N:11]2[CH2:12][c:13]3[c:14]([nH:15][c:16]4[cH:17][cH:18][c:19](-[c:22]5[cH:23][c:24]([S:28][CH3:29])[cH:25][cH:26][cH:27]5)[cH:20][c:21]34)[CH2:30][CH2:31]2)[n:9][cH:10]1.[Cl:32][c:33]1[cH:34][c:35]([C:40](=[O:37])[O:41][OH:42])[cH:36][cH:38][cH:39]1.[Cl:43][CH2:44][Cl:45]>>[CH3:1][O:2][C:3](=[O:4])[c:5]1[cH:6][n:7][c:8]([N:11]2[CH2:12][c:13]3[c:14]([nH:15][c:16]4[cH:17][cH:18][c:19](-[c:22]5[cH:23][c:24]([S:28]([CH3:29])=[O:37])[cH:25][cH:26][cH:27]5)[cH:20][c:21]34)[CH2:30][CH2:31]2)[n:9][cH:10]1. The reactants are C1COCCO1, O=S(=O)(Nc1cccc(-c2nc(C3CCOCC3)sc2-c2ccnc(Cl)n2)c1F)c1ccoc1, NCCN1CCOCC1. Yields the product O=S(=O)(Nc1cccc(-c2nc(C3CCOCC3)sc2-c2ccnc(NCCN3CCOCC3)n2)c1F)c1ccoc1. Reaction SMILES: [CH2:44]1[O:45][CH2:46][CH2:47][O:48][CH2:49]1.[Cl:1][c:2]1[n:3][cH:4][cH:5][c:6](-[c:8]2[c:9](-[c:19]3[c:20]([F:34])[c:21]([NH:25][S:26](=[O:27])(=[O:28])[c:29]4[cH:30][o:31][cH:32][cH:33]4)[cH:22][cH:23][cH:24]3)[n:10][c:11]([CH:13]3[CH2:14][CH2:15][O:16][CH2:17][CH2:18]3)[s:12]2)[n:7]1.[O:35]1[CH2:36][CH2:37][N:38]([CH2:41][CH2:42][NH2:43])[CH2:39][CH2:40]1>>[c:2]1([NH:43][CH2:42][CH2:41][N:38]2[CH2:37][CH2:36][O:35][CH2:40][CH2:39]2)[n:3][cH:4][cH:5][c:6](-[c:8]2[c:9](-[c:19]3[c:20]([F:34])[c:21]([NH:25][S:26](=[O:27])(=[O:28])[c:29]4[cH:30][o:31][cH:32][cH:33]4)[cH:22][cH:23][cH:24]3)[n:10][c:11]([CH:13]3[CH2:14][CH2:15][O:16][CH2:17][CH2:18]3)[s:12]2)[n:7]1. Starting materials: O=C(O)C(=O)O, CO, CS(C)=O, C(=NC1CCCCC1)=NC1CCCCC1, CC(O)CCCCc1ccc(-c2ccccc2F)cc1, O, O, O, O=C(O)C(F)(F)F, c1ccncc1, c1ccccc1. The product is CC(=O)CCCCc1ccc(-c2ccccc2F)cc1. Reaction SMILES: [C:51]([OH:52])(=[O:53])[C:54]([OH:55])=[O:56].[CH3:57][OH:58].[CH3:66][S:67](=[O:68])[CH3:69].[CH:34]1([N:35]=[C:36]=[N:37][CH:38]2[CH2:39][CH2:40][CH2:41][CH2:42][CH2:43]2)[CH2:44][CH2:45][CH2:46][CH2:47][CH2:48]1.[F:1][c:2]1[c:3](-[c:8]2[cH:9][cH:10][c:11]([CH2:14][CH2:15][CH2:16][CH2:17][CH:18]([CH3:19])[OH:20])[cH:12][cH:13]2)[cH:4][cH:5][cH:6][cH:7]1.[OH2:49].[OH2:50].[OH2:59].[OH:27][C:28]([C:29]([F:30])([F:31])[F:32])=[O:33].[cH:21]1[cH:22][cH:23][n:24][cH:25][cH:26]1.[cH:60]1[cH:61][cH:62][cH:63][cH:64][cH:65]1>>[F:1][c:2]1[c:3](-[c:8]2[cH:9][cH:10][c:11]([CH2:14][CH2:15][CH2:16][CH2:17][C:18]([CH3:19])=[O:20])[cH:12][cH:13]2)[cH:4][cH:5][cH:6][cH:7]1.